Task: describe an organic reaction: reactants, conditions, products, and yield. Dataset: the Open Reaction Database (ORD), a public repository of structured organic reaction records Reactants: C(C)(=O)SCC(C(=O)NN1CCCCCC1)CC1=CC=CC=C1 (α-[(acetylthio)-methyl]-N-(hexahydro-1H-azepinyl)-benzene propanamide), [OH-].[Na+] (sodium hydroxide). Yields the product N1(CCCCCC1)NC(C(CC1=CC=CC=C1)CS)=O (N-(hexahydro-1H-azepinyl)-α-(mercaptomethyl)-benzene propanamide). Isolated yield 97.2%. RXN SMILES: C([S:4][CH2:5][CH:6]([CH2:17][C:18]1[CH:23]=[CH:22][CH:21]=[CH:20][CH:19]=1)[C:7]([NH:9][N:10]1[CH2:16][CH2:15][CH2:14][CH2:13][CH2:12][CH2:11]1)=[O:8])(=O)C.[OH-].[Na+]>>[N:10]1([NH:9][C:7](=[O:8])[CH:6]([CH2:5][SH:4])[CH2:17][C:18]2[CH:19]=[CH:20][CH:21]=[CH:22][CH:23]=2)[CH2:16][CH2:15][CH2:14][CH2:13][CH2:12][CH2:11]1 |f:1.2|. Procedure: Using the procedure of Example 6, 2 g of the product of Example 7 and 62.8 ml of 0.1N sodium hydroxide were reacted to obtain after chromatography on silica (eluent:methylene chloride - methanol, 100-2), 1.7 g of the expected product melting at about 82° C. Starting materials: C(C1=CC=CC=C1)OC=1C=CC=2C3=C(C=NC2C1)N=C(N3N=C(C)C)COCC (N-(7-benzyloxy-2-ethoxymethyl-1H-imidazo[4,5-c]quinolin-1-yl)isopropylideneamine), [BH4-].[Na+] (sodium borohydride). Run in CO (methanol), C(Cl)(Cl)Cl (CHCl3). Run at time 2 hour. Product: C(C1=CC=CC=C1)OC=1C=CC=2C3=C(C=NC2C1)N=C(N3NC(C)C)COCC (N-(7-benzyloxy-2-ethoxymethyl-1H-imidazo[4,5-c]quinolin-1-yl)isopropylamine). The yield is 85.8%. Reaction SMILES: [CH2:1]([O:8][C:9]1[CH:10]=[CH:11][C:12]2[C:13]3[N:21]([N:22]=[C:23]([CH3:25])[CH3:24])[C:20]([CH2:26][O:27][CH2:28][CH3:29])=[N:19][C:14]=3[CH:15]=[N:16][C:17]=2[CH:18]=1)[C:2]1[CH:7]=[CH:6][CH:5]=[CH:4][CH:3]=1.[BH4-].[Na+]>CO.C(Cl)(Cl)Cl>[CH2:1]([O:8][C:9]1[CH:10]=[CH:11][C:12]2[C:13]3[N:21]([NH:22][CH:23]([CH3:25])[CH3:24])[C:20]([CH2:26][O:27][CH2:28][CH3:29])=[N:19][C:14]=3[CH:15]=[N:16][C:17]=2[CH:18]=1)[C:2]1[CH:3]=[CH:4][CH:5]=[CH:6][CH:7]=1 |f:1.2|. Reported procedure: A solution of N-(7-benzyloxy-2-ethoxymethyl-1H-imidazo[4,5-c]quinolin-1-yl)isopropylideneamine (7.69 g, 19.8 mmol) in 50 mL of methanol was cooled to 0° C. The solution was treated with sodium borohydride (1.12 g, 29.7 mmol) over 10 min. The reaction was allowed to slowly come to ambient temperature. After 2 h, the reaction was quenched with 15 mL of saturated NH4Cl solution and concentrated under reduced pressure to yield a tan solid residue. The solid was dissolved in 100 mL of CHCl3 and 25 mL... The reactants are ClC=1OC=2C(N1)=C(C=CC2)C(=O)OC (methyl 2-chlorobenzoxazole-4-carboxylate), N1CCSCC1 (thiomorpholine), CCOC(=O)C (EtOAc). Run in C1CCOC1 (THF). Product: S1CCN(CC1)C=1OC=2C(N1)=C(C=CC2)C(=O)OC (methyl 2-thiomorpholinobenzoxazole-4-carboxylate). Yield: 84.1%. RXN SMILES: Cl[C:2]1[O:3][C:4]2[C:5](=[C:7]([C:11]([O:13][CH3:14])=[O:12])[CH:8]=[CH:9][CH:10]=2)[N:6]=1.[NH:15]1[CH2:20][CH2:19][S:18][CH2:17][CH2:16]1.CCOC(C)=O>C1COCC1>[S:18]1[CH2:19][CH2:20][N:15]([C:2]2[O:3][C:4]3[C:5](=[C:7]([C:11]([O:13][CH3:14])=[O:12])[CH:8]=[CH:9][CH:10]=3)[N:6]=2)[CH2:16][CH2:17]1. Procedure details: A solution of methyl 2-chlorobenzoxazole-4-carboxylate (1.0 g, 4.7 mmol) and thiomorpholine (1.4 mL, 14 mmol) in THF (20 mL) was stirred at ambient temperature for 1 h. Then, the reaction mixture was poured into EtOAc (100 mL) and washed with 1N HCl (20 mL), H2O (20 mL), brine (20 mL), dried (Na2SO4) and concentrated under reduced pressure. Purification by chromatography (silica gel, 5 to 50% EtOAc in hexanes) gave methyl 2-thiomorpholinobenzoxazole-4-carboxylate (1.1 g, 84%) as a yellow solid. ... Reactants: Cl (HCl), BrC1=NC=CC(=C1)C(=O)C1=NC2=C(N1)C=CC(=C2)N2CCC(CC2)N(C)C ((2-Bromo-pyridin-4-yl)-[5-(4-dimethylamino-piperidin-1-yl)-1H-benzoimidazol-2-yl]-methanone), C[Si](CCOCCl)(C)C (2-(trimethylsilyl)ethoxymethyl chloride), [H-].[Na+] (NaH). Solvent: C1CCOC1 (THF). Run at temperature 0 celsius, time 30 minute. Product: BrC1=NC=CC(=C1)C(=O)C1=NC2=C(N1COCC[Si](C)(C)C)C=CC(=C2)N2CCC(CC2)N(C)C ((2-Bromo-pyridin-4-yl)-[5-(4-dimethylamino-piperidin-1-yl)-1-(2-trimethylsilanyl-ethoxymethyl)-1H-benzoimidazol-2-yl]-methanone). The yield is 72.0%. RXN SMILES: [Br:1][C:2]1[CH:7]=[C:6]([C:8]([C:10]2[NH:14][C:13]3[CH:15]=[CH:16][C:17]([N:19]4[CH2:24][CH2:23][CH:22]([N:25]([CH3:27])[CH3:26])[CH2:21][CH2:20]4)=[CH:18][C:12]=3[N:11]=2)=[O:9])[CH:5]=[CH:4][N:3]=1.[H-].[Na+].[CH3:30][Si:31]([CH3:38])([CH3:37])[CH2:32][CH2:33][O:34][CH2:35]Cl.Cl>C1COCC1>[Br:1][C:2]1[CH:7]=[C:6]([C:8]([C:10]2[N:14]([CH2:35][O:34][CH2:33][CH2:32][Si:31]([CH3:38])([CH3:37])[CH3:30])[C:13]3[CH:15]=[CH:16][C:17]([N:19]4[CH2:20][CH2:21][CH:22]([N:25]([CH3:27])[CH3:26])[CH2:23][CH2:24]4)=[CH:18][C:12]=3[N:11]=2)=[O:9])[CH:5]=[CH:4][N:3]=1 |f:1.2|. Procedure: (2-Bromo-pyridin-4-yl)-[5-(4-dimethylamino-piperidin-1-yl)-1H-benzoimidazol-2-yl]-methanone (11.9 g, 27.8 mmol) was dissolved in 200 mL of dry THF. This solution was cooled at 0° C. and NaH 60% dispersion (1.34 g, 33.3 mmol) was added in portions. The mixture stirred at 0° C. for 30 minutes and then the 2-(trimethylsilyl)ethoxymethyl chloride (5.56 g, 33.3 mmol) was added dropwise. The mixture was allowed to warm at room temperature while stirring overnight. 2M Aqueous HCl (300 mL) was carefully... Reactants: C(C)(C)(C)OC(NC1CCN(CC1)C=1N(C(C(=C(N1)C#N)C1=CC(=C(C=C1)OC)F)=O)C)=O ({1-[4-cyano-5-(3-fluoro-4-methoxy-phenyl)-1-methyl-6-oxo-1,6-dihydro-pyrimidin-2-yl]-piperidin-4-yl}-carbamic acid tert-butyl ester), Cl (HCl). Solvent: CC(OCC)=O (EA), CC(OCC)=O (EA). Conditions: time 2 hour. Yields the product NC1CCN(CC1)C=1N(C(C(=C(N1)C#N)C1=CC(=C(C=C1)OC)F)=O)C (2-(4-amino-piperidin-1-yl)-5-(3-fluoro-4-methoxy-phenyl)-1-methyl-6-oxo-1,6-dihydro-pyrimidine-4-carbonitrile). Isolated yield 103.4%. Reaction SMILES: C(OC(=O)[NH:7][CH:8]1[CH2:13][CH2:12][N:11]([C:14]2[N:15]([CH3:32])[C:16](=[O:31])[C:17]([C:22]3[CH:27]=[CH:26][C:25]([O:28][CH3:29])=[C:24]([F:30])[CH:23]=3)=[C:18]([C:20]#[N:21])[N:19]=2)[CH2:10][CH2:9]1)(C)(C)C.Cl>CC(=O)OCC>[NH2:7][CH:8]1[CH2:13][CH2:12][N:11]([C:14]2[N:15]([CH3:32])[C:16](=[O:31])[C:17]([C:22]3[CH:27]=[CH:26][C:25]([O:28][CH3:29])=[C:24]([F:30])[CH:23]=3)=[C:18]([C:20]#[N:21])[N:19]=2)[CH2:10][CH2:9]1. Reported procedure: A mixture of {1-[4-cyano-5-(3-fluoro-4-methoxy-phenyl)-1-methyl-6-oxo-1,6-dihydro-pyrimidin-2-yl]-piperidin-4-yl}-carbamic acid tert-butyl ester (100 mg, 0.23 mmol) in EA (5 mL) was added a 5N HCl solution in EA (5 mL) was stirred at RT for 2 h. The solvent was concentrated in vacuo to give 85 mg of the title product as the HCl salt (93%). 1H NMR (400 MHz, CD3OD): δ 1.71-1.75 (m, 2H), 1.89-2.03 (m, 2H), 2.96-3.02 (m, 2H), 3.27-3.31 (m, 1H), 3.42 (s, 3H), 3.69-3.73 (m, 2H), 3.83 (s, 3H), 7.06 (t,... The reactants are O1C(COC(C1)O)O (1,4-dioxane-2,5-diol), CN (methylamine), [N+](#[C-])C(C1=C(C=CC=C1)OC)S(=O)(=O)C1=CC=C(C)C=C1 (1-(isocyano(tosyl)methyl)-2-methoxybenzene). The solvent is CN(C)C=O (DMF), C1CCOC1 (THF). Reaction conditions: time 75 minute. The product is COC1=C(C=CC=C1)C=1N=CN(C1CO)C ((4-(2-methoxyphenyl)-1-methyl-1H-imidazol-5-yl)methanol). Isolated yield 56.8%. As a reaction SMILES: [O:1]1CC(O)O[CH2:3][CH:2]1O.[CH3:9][NH2:10].[N+:11]([CH:13](S(C1C=CC(C)=CC=1)(=O)=O)[C:14]1[CH:19]=[CH:18][CH:17]=[CH:16][C:15]=1[O:20][CH3:21])#[C-:12]>C1COCC1.CN(C=O)C>[CH3:21][O:20][C:15]1[CH:16]=[CH:17][CH:18]=[CH:19][C:14]=1[C:13]1[N:11]=[CH:12][N:10]([CH3:9])[C:3]=1[CH2:2][OH:1]. Procedure: To a soln. of 1,4-dioxane-2,5-diol (120 mg, 0.995 mmol) in THF (8 ml) was added methylamine (2.8 ml, 0.664 mmol) at r.t. The resulting mixture was stirred at r.t for 75 min. Then 1-(isocyano(tosyl)methyl)-2-methoxybenzene (200 mg, 0.664 mmol) was added while keeping reaction mixture at <30° C. by a water bath. The reaction mixture was stirred at r.t overnight. Evaporated to leave white solid, dissolved in DMF, and purified by Pre-HPLC to afford (4-(2-methoxyphenyl)-1-methyl-1H-imidazol-5-yl)meth...